The task is: describe an organic reaction: reactants, conditions, products, and yield. This data is from the Open Reaction Database (ORD), a public repository of structured organic reaction records. Reactants: FC1=C(C=C(C=C1)F)C(C=1C(=CC(=NC1)C(=O)O)C)S(=O)(=O)C1=CC=C(C=C1)F (5-[(2,5-difluorophenyl)[(4-fluorophenyl)sulfonyl]methyl]-4-methylpyridine-2-carboxylic acid), CNCC (N-methylethylamine), ON1N=NC2=C1C=CC=C2 (1-hydroxybenzotriazole), Cl.C(C)N=C=NCCCN(C)C (1-ethyl-3-(3-dimethylaminopropyl)carbodiimide hydrochloride). The solvent is C(Cl)Cl (methylene chloride). Reaction conditions: time 4 hour. The product is FC1=C(C=C(C=C1)F)C(C=1C(=CC(=NC1)C(=O)N(C)CC)C)S(=O)(=O)C1=CC=C(C=C1)F (5-[(2,5-Difluorophenyl)[(4-fluorophenyl)sulfonyl]methyl]-N-ethyl-N,4-dimethylpyridine-2-carboxamide). The yield is 26.7%. RXN SMILES: [F:1][C:2]1[CH:7]=[CH:6][C:5]([F:8])=[CH:4][C:3]=1[CH:9]([S:20]([C:23]1[CH:28]=[CH:27][C:26]([F:29])=[CH:25][CH:24]=1)(=[O:22])=[O:21])[C:10]1[C:11]([CH3:19])=[CH:12][C:13]([C:16]([OH:18])=O)=[N:14][CH:15]=1.[CH3:30][NH:31][CH2:32][CH3:33].ON1C2C=CC=CC=2N=N1.Cl.C(N=C=NCCCN(C)C)C>C(Cl)Cl>[F:1][C:2]1[CH:7]=[CH:6][C:5]([F:8])=[CH:4][C:3]=1[CH:9]([S:20]([C:23]1[CH:28]=[CH:27][C:26]([F:29])=[CH:25][CH:24]=1)(=[O:22])=[O:21])[C:10]1[C:11]([CH3:19])=[CH:12][C:13]([C:16]([N:31]([CH2:32][CH3:33])[CH3:30])=[O:18])=[N:14][CH:15]=1 |f:3.4|. Procedure: To a solution of 5-[(2,5-difluorophenyl)[(4-fluorophenyl)sulfonyl]methyl]-4-methylpyridine-2-carboxylic acid (126 mg, 0.30 mmol) obtained in Example 12 in methylene chloride (3 ml), N-methylethylamine (0.060 ml, 0.66 mmol), 1-hydroxybenzotriazole (45 mg, 0.33 mmol) and 1-ethyl-3-(3-dimethylaminopropyl)carbodiimide hydrochloride (63 mg, 0.33 mmol) were added at room temperature. After stirring for 4 hours at room temperature, the reaction mixture was washed with saturated aqueous sodium hydrogenc... Starting materials: ( B ), N1(CCNCC1)CCO (N-piperazine ethanol), ClC=1C=CC(=C(C(=O)NC2=C(C=CC(=C2)C(=O)NC2CC2)C)C1)[N+](=O)[O-] (5-chloro-N-{5-[(cyclopropylamino)carbonyl]-2-methylphenyl}-2-nitrobenzamide). Yields the product C1(CC1)NC(=O)C=1C=CC(=C(C1)NC(C1=C(C=CC(=C1)N1CCN(CC1)CCO)[N+](=O)[O-])=O)C (N-{5-[(cyclopropylamino)carbonyl]-2-methylphenyl}-5-[4-(2-hydroxyethyl)piperazine-1-yl)-2-nitrobenzamide). Reaction SMILES: [N:1]1([CH2:7][CH2:8][OH:9])[CH2:6][CH2:5][NH:4][CH2:3][CH2:2]1.Cl[C:11]1[CH:12]=[CH:13][C:14]([N+:33]([O-:35])=[O:34])=[C:15]([CH:32]=1)[C:16]([NH:18][C:19]1[CH:24]=[C:23]([C:25]([NH:27][CH:28]2[CH2:30][CH2:29]2)=[O:26])[CH:22]=[CH:21][C:20]=1[CH3:31])=[O:17]>>[CH:28]1([NH:27][C:25]([C:23]2[CH:22]=[CH:21][C:20]([CH3:31])=[C:19]([NH:18][C:16](=[O:17])[C:15]3[CH:32]=[C:11]([N:4]4[CH2:5][CH2:6][N:1]([CH2:7][CH2:8][OH:9])[CH2:2][CH2:3]4)[CH:12]=[CH:13][C:14]=3[N+:33]([O-:35])=[O:34])[CH:24]=2)=[O:26])[CH2:30][CH2:29]1. Reported procedure: Using an analogous procedure to that described paragraph (B) in the portion of Example 1 which is concerned with the preparation of starting materials, N-piperazine ethanol was reacted with 5-chloro-N-{5-[(cyclopropylamino)carbonyl]-2-methylphenyl}-2-nitrobenzamide to give N-{5-[(cyclopropylamino)carbonyl]-2-methylphenyl}-5-[4-(2-hydroxyethyl)piperazine-1-yl)-2-nitrobenzamide; NMR Spectrum: (DMSOd6) 0.57 (m, 2H), 0.68 (m, 2H), 2.30 (s, 3H), 2.44 (t, 2H), 2.54 (m, 4H), 2.83 (m, 1H), 3.50 (m, 6H),...